Dataset: the Open Reaction Database (ORD), a public repository of structured organic reaction records. Task: describe an organic reaction: reactants, conditions, products, and yield The reactants are ClC(=O)OC (methyl chloroformate), NC=1SC2=C(N1)CCCC2=O (2-amino-5,6-dihydro-4H-benzothiazol-7-one). Run in N1=CC=CC=C1 (pyridine), C(C)(=O)OCC (ethyl acetate). Conditions: temperature 50 celsius, time 15 hour. Product: O=C1CCCC=2N=C(SC21)NC(OC)=O (Methyl (7-oxo-4,5,6,7-tetrahydrobenzothiazol-2-yl)carbamate). Reaction SMILES: Cl[C:2]([O:4][CH3:5])=[O:3].[NH2:6][C:7]1[S:8][C:9]2[C:15](=[O:16])[CH2:14][CH2:13][CH2:12][C:10]=2[N:11]=1>N1C=CC=CC=1.C(OCC)(=O)C>[O:16]=[C:15]1[C:9]2[S:8][C:7]([NH:6][C:2](=[O:3])[O:4][CH3:5])=[N:11][C:10]=2[CH2:12][CH2:13][CH2:14]1. Reported procedure: 572 μl of methyl chloroformate (7.3 mmol) are added to a solution of 500 mg of 2-amino-5,6-dihydro-4H-benzothiazol-7-one (2.4 mmol) in 5 ml of pyridine. The reaction mixture is stirred at 50° C. for 15 h and then diluted with ethyl acetate; the mixture is then extracted by shaking, in each case 2×, with water and cold 1 N hydrochloric acid. The organic phase is dried and evaporated. Yield: 290 mg Yields the product ClC1=CC(=CC(=C1NC(=O)N)[N+](=O)[O-])[N+](=O)[O-] (6-chloro-2,4-dinitrophenyl urea). Run in O (water). Run at time 4 hour. Procedure: 370 Parts of 6-chloro-2,4-dinitroaniline are stirred for 4 hours at 80° C. in 2600 parts of toluene with 312 parts of chlorosulfonyl isocyanate. At 25° C., 360 parts of water are added to the resulting suspension of N-6-chloro-2,4-dinitrophenyl-N'-chlorosulfonyl urea without intermediate isolation, and the mixture is saponified at 60° C. within 4 hours to yield 6-chloro-2,4-dinitrophenyl urea. After diluting said mixture with water, it is neutralized with 33% sodium hydroxide solution, filtered ... As a reaction SMILES: [Cl:1][C:2]1[C:7]([NH2:8])=[C:6]([N+:9]([O-:11])=[O:10])[CH:5]=[C:4]([N+:12]([O-:14])=[O:13])[CH:3]=1.C1(C)C=CC=CC=1.ClS([N:26]=[C:27]=[O:28])(=O)=O>O>[Cl:1][C:2]1[C:7]([NH:8][C:27]([NH2:26])=[O:28])=[C:6]([N+:9]([O-:11])=[O:10])[CH:5]=[C:4]([N+:12]([O-:14])=[O:13])[CH:3]=1. Reactants: ClC1=CC(=CC(=C1N)[N+](=O)[O-])[N+](=O)[O-] (6-chloro-2,4-dinitroaniline), C1(=CC=CC=C1)C (toluene), ClS(=O)(=O)N=C=O (chlorosulfonyl isocyanate), N-6-chloro-2,4-dinitrophenyl-N'-chlorosulfonyl urea. The reactants are ClC1=CC=C(C=C1)[C@@H]1N(C=2N(C(C(=CC2)I)=O)[C@@H]1C1=CC=C(C=C1)Cl)S(=O)(=O)C1=C(C=CC=C1)F (rac-cis-2,3-bis-(4-chloro-phenyl)-1-(2-fluoro-benzenesulfonyl)-2,3-dihydro-6-iodo-1H-imidazo[1,2-a]pyridin-5-one), CC(=CB(O)O)C (2,2-dimethylethenylboronic acid). Product: ClC1=CC=C(C=C1)[C@@H]1N(C=2N(C(C(=CC2)C=C(C)C)=O)[C@@H]1C1=CC=C(C=C1)Cl)S(=O)(=O)C1=C(C=CC=C1)F (rac-cis-2,3-Bis-(4-chloro-phenyl)-1-(2-fluoro-benzenesulfonyl)-6-(2-methyl-propenyl)-2,3-dihydro-1H-imidazo[1,2-a]pyridin-5-one), expected product. As a reaction SMILES: [Cl:1][C:2]1[CH:7]=[CH:6][C:5]([C@H:8]2[C@@H:18]([C:19]3[CH:24]=[CH:23][C:22]([Cl:25])=[CH:21][CH:20]=3)[N:11]3[C:12](=[O:17])[C:13](I)=[CH:14][CH:15]=[C:10]3[N:9]2[S:26]([C:29]2[CH:34]=[CH:33][CH:32]=[CH:31][C:30]=2[F:35])(=[O:28])=[O:27])=[CH:4][CH:3]=1.[CH3:36][C:37]([CH3:42])=[CH:38]B(O)O>>[Cl:1][C:2]1[CH:7]=[CH:6][C:5]([C@H:8]2[C@@H:18]([C:19]3[CH:24]=[CH:23][C:22]([Cl:25])=[CH:21][CH:20]=3)[N:11]3[C:12](=[O:17])[C:13]([CH:36]=[C:37]([CH3:42])[CH3:38])=[CH:14][CH:15]=[C:10]3[N:9]2[S:26]([C:29]2[CH:34]=[CH:33][CH:32]=[CH:31][C:30]=2[F:35])(=[O:28])=[O:27])=[CH:4][CH:3]=1. Procedure details: rac-cis-2,3-Bis-(4-chloro-phenyl)-1-(2-fluoro-benzenesulfonyl)-6-(2-methyl-propenyl)-2,3-dihydro-1H-imidazo[1,2-a]pyridin-5-one was prepared according to general method D by reaction of rac-cis-2,3-bis-(4-chloro-phenyl)-1-(2-fluoro-benzenesulfonyl)-2,3-dihydro-6-iodo-1H-imidazo[1,2-a]pyridin-5-one with 2,2-dimethylethenylboronic acid. The compound was isolated by preparative HPLC. The expected product was characterized by LC/MS (M+H) where the mass was observed as 569.06; the expected mass is 56... Starting materials: CCOC(=O)Cn1ccc2cc(O[Si](C)(C)C(C)(C)C)ccc21, CCCC[N+](CCCC)(CCCC)CCCC, C1CCOC1, CCOCC, [F-], O. Product: CCOC(=O)Cn1ccc2cc(O)ccc21. RXN SMILES: [CH2:1]([CH3:2])[O:3][C:4]([CH2:5][n:6]1[cH:7][cH:8][c:9]2[cH:10][c:11]([O:15][Si:16]([C:17]([CH3:18])([CH3:19])[CH3:20])([CH3:21])[CH3:22])[cH:12][cH:13][c:14]12)=[O:23].[CH2:26]([N+:27]([CH2:28][CH2:29][CH2:30][CH3:31])([CH2:32][CH2:33][CH2:34][CH3:35])[CH2:36][CH2:37][CH2:38][CH3:39])[CH2:40][CH2:41][CH3:42].[CH2:43]1[O:44][CH2:45][CH2:46][CH2:47]1.[CH3:48][CH2:49][O:50][CH2:51][CH3:52].[F-:25].[OH2:24]>>[CH2:1]([CH3:2])[O:3][C:4]([CH2:5][n:6]1[cH:7][cH:8][c:9]2[cH:10][c:11]([OH:15])[cH:12][cH:13][c:14]12)=[O:23]. Starting materials: C1COCCO1, COS(=O)(=O)OC, CCOC(C)=O, Nc1ccc2cc(Br)ccc2c1, [Na+], [OH-]. Product: CNc1ccc2cc(Br)ccc2c1. RXN SMILES: [CH2:28]1[O:29][CH2:30][CH2:31][O:32][CH2:33]1.[CH3:13][O:14][S:15]([O:16][CH3:17])(=[O:18])=[O:19].[CH3:20][CH2:21][O:22][C:23](=[O:24])[CH3:25].[NH2:1][c:2]1[cH:3][c:4]2[cH:5][cH:6][c:7]([Br:12])[cH:8][c:9]2[cH:10][cH:11]1.[Na+:27].[OH-:26]>>[NH:1]([c:2]1[cH:3][c:4]2[cH:5][cH:6][c:7]([Br:12])[cH:8][c:9]2[cH:10][cH:11]1)[CH3:13].